This data is from the Open Reaction Database (ORD), a public repository of structured organic reaction records. The task is: describe an organic reaction: reactants, conditions, products, and yield The reactants are C1CCOC1, COc1ccc(C23Cn4cc(-n5cc([Si](C)(C)C)nn5)cc4C(=O)N2CCN3C(=O)c2conc2C)cc1, CC(=O)O, [Na+], O=C([O-])O, O, O. Yields the product COc1ccc(C23Cn4cc(-n5ccnn5)cc4C(=O)N2CCN3C(=O)c2conc2C)cc1. As a reaction SMILES: [CH2:50]1[O:51][CH2:52][CH2:53][CH2:54]1.[CH3:1][O:2][c:3]1[cH:4][cH:5][c:6]([C:9]23[N:10]([C:11](=[O:27])[c:12]4[n:13]([cH:15][c:16](-[n:18]5[n:19][n:20][c:21]([Si:23]([CH3:24])([CH3:25])[CH3:26])[cH:22]5)[cH:17]4)[CH2:14]2)[CH2:28][CH2:29][N:30]3[C:31](=[O:32])[c:33]2[c:34]([CH3:38])[n:35][o:36][cH:37]2)[cH:7][cH:8]1.[CH3:45][C:46](=[O:47])[OH:48].[Na+:44].[O-:40][C:41]([OH:42])=[O:43].[OH2:39].[OH2:49]>>[CH3:1][O:2][c:3]1[cH:4][cH:5][c:6]([C:9]23[N:10]([C:11](=[O:27])[c:12]4[n:13]([cH:15][c:16](-[n:18]5[n:19][n:20][cH:21][cH:22]5)[cH:17]4)[CH2:14]2)[CH2:28][CH2:29][N:30]3[C:31](=[O:32])[c:33]2[c:34]([CH3:38])[n:35][o:36][cH:37]2)[cH:7][cH:8]1. Starting materials: C1CCOC1, [Li]CCCC, Fc1ccc(Br)c2[nH]ccc12, CN(C)C=O. Product: O=Cc1ccc(F)c2cc[nH]c12. RXN SMILES: [CH2:22]1[O:23][CH2:24][CH2:25][CH2:26]1.[CH3:12][CH2:13][CH2:14][CH2:15][Li:16].[F:1][c:2]1[c:3]2[cH:4][cH:5][nH:6][c:7]2[c:8]([Br:11])[cH:9][cH:10]1.[O:17]=[CH:18][N:19]([CH3:20])[CH3:21]>>[F:1][c:2]1[c:3]2[cH:4][cH:5][nH:6][c:7]2[c:8]([CH:18]=[O:17])[cH:9][cH:10]1. The product is CO[C@@H]1[C@@H](C[C@H]2O[C@]1(C)n3c4ccccc4c5c6CNC(=O)c6c7c8ccccc8n2c7c35)N(C)Cc9onc(C)c9, CN[C@@H]1C[C@H]2O[C@@](C)([C@@H]1OC)n1c3ccccc3c3c4c(c5c6ccccc6n2c5c31)C(=O)NC4 (Staurosporine), Cc1cc(on1)C=O. Run at temperature 22 celsius, time 18 hour. Reagents/catalysts: CC(C)[O-].CC(C)[O-].CC(C)[O-].CC(C)[O-].[Ti+4] (Ti(OiPr)4), CC(=O)O (acetic acid), CC(=O)O[BH-](OC(C)=O)OC(C)=O.[Na+] (Sodium triacetoxyborohydride). The reactants are CN[C@@H]1C[C@H]2O[C@@](C)([C@@H]1OC)n1c3ccccc3c3c4c(c5c6ccccc6n2c5c31)C(=O)NC4 (staurosporine), Cc1cc(on1)C=O. The solvent is CN1CCCC1=O (NMP), CN1CCCC1=O (NMP), CN1CCCC1=O (NMP), CN1CCCC1=O (NMP), CN1CCCC1=O (NMP), CN1CCCC1=O (NMP), CN1CCCC1=O (NMP). Reactants: CN(C)C=Nc1nc2cc[nH]c2c(=O)n1Cc1ccccc1, CO, [Na+], [OH-]. The product is Nc1nc2cc[nH]c2c(=O)n1Cc1ccccc1. RXN SMILES: [CH2:1]([c:2]1[cH:3][cH:4][cH:5][cH:6][cH:7]1)[n:8]1[c:9]([N:18]=[CH:19][N:20]([CH3:21])[CH3:22])[n:10][c:11]2[c:12]([c:13]1=[O:14])[nH:15][cH:16][cH:17]2.[CH3:25][OH:26].[Na+:24].[OH-:23]>>[CH2:1]([c:2]1[cH:3][cH:4][cH:5][cH:6][cH:7]1)[n:8]1[c:9]([NH2:18])[n:10][c:11]2[c:12]([c:13]1=[O:14])[nH:15][cH:16][cH:17]2. Reactants: CC(C)O, Clc1ncnc2ccsc12, Nc1ccc(OCc2cccs2)cc1. Yields the product Cl, c1csc(COc2ccc(Nc3ncnc4ccsc34)cc2)c1. Reaction SMILES: [CH3:25][CH:26]([OH:27])[CH3:28].[Cl:1][c:2]1[c:3]2[c:4]([n:5][cH:6][n:7]1)[cH:8][cH:9][s:10]2.[s:11]1[c:12]([CH2:16][O:17][c:18]2[cH:19][cH:20][c:21]([NH2:22])[cH:23][cH:24]2)[cH:13][cH:14][cH:15]1>>[ClH:1].[c:2]1([NH:22][c:21]2[cH:20][cH:19][c:18]([O:17][CH2:16][c:12]3[s:11][cH:15][cH:14][cH:13]3)[cH:24][cH:23]2)[c:3]2[c:4]([n:5][cH:6][n:7]1)[cH:8][cH:9][s:10]2. Starting materials: ClC=1C(=CC(=C(C(=O)O)C1)OC)NC (5-chloro-2-methoxy-4-(methylamino)benzoic acid), C(=O)(N1C=NC=C1)N1C=NC=C1 (1,1'-carbonyldiimidazole), C(CC)N(CCC)CC1N2CCC(C1N)CC2 (2-(di-n-propylaminomethyl)-1-azabicyclo[2.2.2]-octan-3-amine). Solvent: O1CCCC1 (tetrahydrofuran), O1CCCC1 (tetrahydrofuran). Conditions: time 1 hour. Product: ClC=1C(=CC(=C(C(=O)NC2C(N3CCC2CC3)CN(CCC)CCC)C1)OC)NC (5-Chloro-N-[2-(di-n-propylaminomethyl)-1-azabicyclo[2.2.2]oct-3-yl]-2-methoxy-4-(methylamino)benzamide). Yield: 79.4%. As a reaction SMILES: [Cl:1][C:2]1[C:3]([NH:13][CH3:14])=[CH:4][C:5]([O:11][CH3:12])=[C:6]([CH:10]=1)[C:7]([OH:9])=O.C(N1C=CN=C1)(N1C=CN=C1)=O.[CH2:27]([N:30]([CH2:34][CH:35]1[CH:40]([NH2:41])[CH:39]2[CH2:42][CH2:43][N:36]1[CH2:37][CH2:38]2)[CH2:31][CH2:32][CH3:33])[CH2:28][CH3:29]>O1CCCC1>[Cl:1][C:2]1[C:3]([NH:13][CH3:14])=[CH:4][C:5]([O:11][CH3:12])=[C:6]([CH:10]=1)[C:7]([NH:41][CH:40]1[CH:39]2[CH2:42][CH2:43][N:36]([CH2:37][CH2:38]2)[CH:35]1[CH2:34][N:30]([CH2:31][CH2:32][CH3:33])[CH2:27][CH2:28][CH3:29])=[O:9]. Procedure details: A solution of 5-chloro-2-methoxy-4-(methylamino)benzoic acid (3.35 g, 15.5 mmoles) in anhydrous tetrahydrofuran (20 ml) under nitrogen was treated with 1,1'-carbonyldiimidazole (2.56 g, 15.8 mmoles), and stirred for one hour at room temperature. Nitrogen was bubbled through the solution for 20 minutes, and a solution of 2-(di-n-propylaminomethyl)-1-azabicyclo[2.2.2]-octan-3-amine (3.95 g, 15.8 mmoles) in tetrahydrofuran (10 ml) was added dropwise. The mixture was maintained at room temperature f...